Dataset: the Open Reaction Database (ORD), a public repository of structured organic reaction records. Task: describe an organic reaction: reactants, conditions, products, and yield The reactants are C(=O)(N1C=NC=C1)N1C=NC=C1 (carbonyldiimidazole), solution, Cl.ClC1=CC=C(C=C1)NN (4-chlorophenyl-hydrazine hydrochloride), FC=1C=C2C(=C(C=NC2=C(C1F)F)C(=O)O)O (6,7,8-trifluoro-4-hydroxy-3-quinolinecarboxylic acid), hydrate. Solvent: CN(C=O)C (dimethylformamide), C(C)N(CC)CC (triethylamine), O (water), O (water), CN(C=O)C (dimethylformamide). Conditions: time 3 day. The product is ClC1=CC=C(C=C1)NNC(=O)C=1C=NC2=C(C(=C(C=C2C1O)F)F)F (6,7,8-Trifluoro-4-hydroxy-3-quinolinecarboxylic acid 2-(4-chlorophenyl)hydrazide), solid. As a reaction SMILES: [F:1][C:2]1[CH:3]=[C:4]2[C:9](=[C:10]([F:13])[C:11]=1[F:12])[N:8]=[CH:7][C:6]([C:14]([OH:16])=O)=[C:5]2[OH:17].C(N1C=CN=C1)(N1C=CN=C1)=O.Cl.[Cl:31][C:32]1[CH:37]=[CH:36][C:35]([NH:38][NH2:39])=[CH:34][CH:33]=1>CN(C)C=O.O.C(N(CC)CC)C>[Cl:31][C:32]1[CH:37]=[CH:36][C:35]([NH:38][NH:39][C:14]([C:6]2[CH:7]=[N:8][C:9]3[C:4]([C:5]=2[OH:17])=[CH:3][C:2]([F:1])=[C:11]([F:12])[C:10]=3[F:13])=[O:16])=[CH:34][CH:33]=1 |f:2.3|. Procedure: To a solution of 1.0 g of 6,7,8-trifluoro-4-hydroxy-3-quinolinecarboxylic acid (J. Amer. Chem. Soc., 68, 1264 (1946)). (The sample used in this procedure was shown by Karl Fisher titration to be a hydrate containing 0.4 equivalents of water.) in 15 mL of a 99:1 (v/v) mixture of dimethylformamide and triethylamine is added 1.01 g of carbonyldiimidazole. The mixture is stirred for 3 days and then it is transferred to a volumetric flask and diluted with dimethylformamide to a total volume of 25 mL.... Starting materials: CC1=C(C(=O)O)C(c2cccc(Cl)c2)N(C(N)=O)C(=O)N1, CN(C)C=O, NCCC(c1ccccc1)c1ccccc1. The product is CC1=C(C(=O)NCCC(c2ccccc2)c2ccccc2)C(c2cccc(Cl)c2)N(C(N)=O)C(=O)N1. RXN SMILES: [C:1]([NH2:2])(=[O:3])[N:4]1[C:5](=[O:21])[NH:6][C:7]([CH3:20])=[C:8]([C:17](=[O:18])[OH:19])[CH:9]1[c:10]1[cH:11][c:12]([Cl:16])[cH:13][cH:14][cH:15]1.[O:38]=[CH:39][N:40]([CH3:41])[CH3:42].[c:22]1([CH:28]([CH2:29][CH2:30][NH2:31])[c:32]2[cH:33][cH:34][cH:35][cH:36][cH:37]2)[cH:23][cH:24][cH:25][cH:26][cH:27]1>>[C:1]([NH2:2])(=[O:3])[N:4]1[C:5](=[O:21])[NH:6][C:7]([CH3:20])=[C:8]([C:17](=[O:19])[NH:31][CH2:30][CH2:29][CH:28]([c:22]2[cH:23][cH:24][cH:25][cH:26][cH:27]2)[c:32]2[cH:33][cH:34][cH:35][cH:36][cH:37]2)[CH:9]1[c:10]1[cH:11][c:12]([Cl:16])[cH:13][cH:14][cH:15]1. The reactants are CCO, CN1CCN(c2ccc([N+](=O)[O-])c(N)c2)CC1. Product: CN1CCN(c2ccc(N)c(N)c2)CC1. RXN SMILES: [CH3:18][CH2:19][OH:20].[CH3:1][N:2]1[CH2:3][CH2:4][N:5]([c:8]2[cH:9][cH:10][c:11]([N+:15]([O-:16])=[O:17])[c:12]([NH2:14])[cH:13]2)[CH2:6][CH2:7]1>>[CH3:1][N:2]1[CH2:3][CH2:4][N:5]([c:8]2[cH:9][cH:10][c:11]([NH2:15])[c:12]([NH2:14])[cH:13]2)[CH2:6][CH2:7]1. Starting materials: Cc1nnc(C=Cc2ccccc2OCC2CO2)s1, Cc1ccccc1, NC1CC1. Product: Cc1nnc(C=Cc2ccccc2OCC(O)CNC2CC2)s1. RXN SMILES: [CH3:1][c:2]1[s:3][c:4]([CH:7]=[CH:8][c:9]2[c:10]([O:15][CH2:16][CH:17]3[CH2:18][O:19]3)[cH:11][cH:12][cH:13][cH:14]2)[n:5][n:6]1.[CH3:24][c:25]1[cH:26][cH:27][cH:28][cH:29][cH:30]1.[CH:20]1([NH2:23])[CH2:21][CH2:22]1>>[CH3:1][c:2]1[s:3][c:4]([CH:7]=[CH:8][c:9]2[c:10]([O:15][CH2:16][CH:17]([CH2:18][NH:23][CH:20]3[CH2:21][CH2:22]3)[OH:19])[cH:11][cH:12][cH:13][cH:14]2)[n:5][n:6]1.